Dataset: the Open Reaction Database (ORD), a public repository of structured organic reaction records. Task: describe an organic reaction: reactants, conditions, products, and yield Starting materials: NCCCN(CC(CCN(CCCN)S(=O)(=O)C1=CC=C(C=C1)C)(F)F)S(=O)(=O)C1=CC=C(C=C1)C (1,12-diamino-6,6-difluoro-4,9-di-p-toluenesulfonyl-4,9-diaza-dodecane), Br (HBr). The solvent is CC(=O)C (acetone). Product: FC(CNCCCN)(CCNCCCN)F (6,6-difluoro-1,12-diamino-4,9-diaza-dodecane), tetrahydrobromide. Reaction SMILES: [NH2:1][CH2:2][CH2:3][CH2:4][N:5](S(C1C=CC(C)=CC=1)(=O)=O)[CH2:6][C:7]([F:26])([F:25])[CH2:8][CH2:9][N:10](S(C1C=CC(C)=CC=1)(=O)=O)[CH2:11][CH2:12][CH2:13][NH2:14].Br>CC(C)=O>[F:25][C:7]([F:26])([CH2:8][CH2:9][NH:10][CH2:11][CH2:12][CH2:13][NH2:14])[CH2:6][NH:5][CH2:4][CH2:3][CH2:2][NH2:1]. Procedure: The compound 1,12-diamino-6,6-difluoro-4,9-di-p-toluenesulfonyl-4,9-diaza-dodecane (2.7 g, 4.36 mM) and 47% aqueous HBr are refluxed (bath temperature: 110° C.) for 17 hours. After cooling to room temperature, the solution is carefully extracted with ether (three times) and finally with chloroform. Evaporation of the aqueous phase, followed by stripping with isopropanol (twice) and ethanol (twice) produces a solid residue which is digested with acetone, collected, and washed with acetone (three ...